From a dataset of the Open Reaction Database (ORD), a public repository of structured organic reaction records. describe an organic reaction: reactants, conditions, products, and yield Starting materials: BrC1=NC2=C(N1)C=CC(=C2)Br (2,5-dibromo-1H-benzimidazole), N1CCCC1 (pyrrolidine). Solvent: C(C)#N (acetonitrile). Run at temperature 150 celsius. Product: BrC1=CC2=C(NC(=N2)N2CCCC2)C=C1 (5-bromo-2-pyrrolidin-1-yl-1H-benzimidazole). RXN SMILES: Br[C:2]1[NH:6][C:5]2[CH:7]=[CH:8][C:9]([Br:11])=[CH:10][C:4]=2[N:3]=1.[NH:12]1[CH2:16][CH2:15][CH2:14][CH2:13]1>C(#N)C>[Br:11][C:9]1[CH:8]=[CH:7][C:5]2[NH:6][C:2]([N:12]3[CH2:16][CH2:15][CH2:14][CH2:13]3)=[N:3][C:4]=2[CH:10]=1. Procedure details: A suspension of 1 g (3.6 mmol) of 2,5-dibromo-1H-benzimidazole and 0.85 mL (10.18 mmol) of pyrrolidine in 45 mL of acetonitrile is heated for 2 hours at 150° C. in the microwave. The reaction mixture is poured onto water and extracted with EtOAc. The organic phase is washed three times with water and dried over sodium sulfate. The solvent is distilled off, and the residue is stirred with DIPE and the solid is filtered off. Yield: 0.43 g (45% of theoretical); C11H12BrN3 (M=266.13); calc.: molpeak... The reactants are ClC1=CC=C(C=2OC3=CC=CC=C3C(C12)=O)C (1-chloro-4-methyl-9-xanthenone), CN(CCNN)C (2-(dimethylamino)ethylhydrazine). Product: CN(CCN1N=C2C=3C(=C(C=CC13)C)OC1=C2C=CC=C1)C (2-(2-(dimethylamino)ethyl)-5-methyl-2H(1)benzopyrano[4,3,2-cd]indazole). Reaction SMILES: Cl[C:2]1[C:15]2[C:14](=O)[C:13]3[C:8](=[CH:9][CH:10]=[CH:11][CH:12]=3)[O:7][C:6]=2[C:5]([CH3:17])=[CH:4][CH:3]=1.[CH3:18][N:19]([CH3:24])[CH2:20][CH2:21][NH:22][NH2:23]>>[CH3:18][N:19]([CH3:24])[CH2:20][CH2:21][N:22]1[C:2]2[CH:3]=[CH:4][C:5]([CH3:17])=[C:6]3[O:7][C:8]4[CH:9]=[CH:10][CH:11]=[CH:12][C:13]=4[C:14]([C:15]=23)=[N:23]1. Procedure details: By condensation of 1-chloro-4-methyl-9-xanthenone with 2-(dimethylamino)ethylhydrazine was obtained 2-(2-(dimethylamino)ethyl)-5-methyl-2H(1)benzopyrano[4,3,2-cd]indazole. To 0.11 g. of this base in ethanol (10 ml.) was added 30% aqueous hydrogen peroxide (0.2 ml.). After 22 hours at room temperature the solution was evaporated to dryness under reduced pressure and the residue crystallized from ethanol-ether to give 2-(2-(dimethylamino)ethyl)-5-methyl-2H(1)benzopyrano[4,3,2-cd]indazole N-oxide s... Reactants: C(C1=CC=CC=C1)(=O)C1=CNC=C1 (3-benzoylpyrrole), NOS(=O)(=O)O (hydroxylamine-O-sulfonic acid). Run in [OH-].[K+] (potassium hydroxide). Product: NN1C=C(C=C1)C(C1=CC=CC=C1)=O (1-amino-3-benzoylpyrrole). RXN SMILES: [C:1]([C:9]1[CH:13]=[CH:12][NH:11][CH:10]=1)(=[O:8])[C:2]1[CH:7]=[CH:6][CH:5]=[CH:4][CH:3]=1.[NH2:14]OS(O)(=O)=O>[OH-].[K+]>[NH2:14][N:11]1[CH:12]=[CH:13][C:9]([C:1](=[O:8])[C:2]2[CH:3]=[CH:4][CH:5]=[CH:6][CH:7]=2)=[CH:10]1 |f:2.3|. Reported procedure: A 3-benzoylpyrrole of the formula ##STR25## in potassium hydroxide or other suitable base is reacted with hydroxylamine-O-sulfonic acid to yield a 1-amino-3-benzoylpyrrole of the formula ##STR26## This reaction typically takes place in the presence of a suitable solvent such as dimethylformamide at a temperature of about 0° to 25° C. (or at room temperature) for 0.5 to 4 hours. Starting materials: ClC1=CC=C(C(=O)NCC(=O)C2=CC=C(C(=O)OCC)C=C2)C=C1 (ethyl 4-[2-(4-chlorobenzoylamino)-1-oxoethyl]benzoate), P(=O)(Cl)(Cl)Cl (phosphorus oxychloride), C1(=CC=CC=C1)C (toluene). The solvent is O (water). Product: ClC1=CC=C(C=C1)C=1OC(=CN1)C1=CC=C(C(=O)OCC)C=C1 (ethyl 4-[2-(4-chlorophenyl)-5-oxazolyl]benzoate). Isolated yield 56.8%. Reaction SMILES: [Cl:1][C:2]1[CH:24]=[CH:23][C:5]([C:6]([NH:8][CH2:9][C:10]([C:12]2[CH:22]=[CH:21][C:15]([C:16]([O:18][CH2:19][CH3:20])=[O:17])=[CH:14][CH:13]=2)=[O:11])=O)=[CH:4][CH:3]=1.P(Cl)(Cl)(Cl)=O.C1(C)C=CC=CC=1>O>[Cl:1][C:2]1[CH:24]=[CH:23][C:5]([C:6]2[O:11][C:10]([C:12]3[CH:22]=[CH:21][C:15]([C:16]([O:18][CH2:19][CH3:20])=[O:17])=[CH:14][CH:13]=3)=[CH:9][N:8]=2)=[CH:4][CH:3]=1. Procedure details: A mixture of ethyl 4-[2-(4-chlorobenzoylamino)-1-oxoethyl]benzoate (1.04 g), phosphorus oxychloride (0.92 g) and toluene (10 ml) was refluxed under heating for 1 hour. The reaction mixture was poured into water, and precipitated crystals of ethyl 4-[2-(4-chlorophenyl)-5-oxazolyl]benzoate (560 mg, yield: 57%) were collected by filtration. The product was recrystallized from ethyl acetate-hexane to obtain pale yellow prisms. Melting point: 137to 138° C. Reactants: ClC1=C(C=CC=C1)N1C(=NC2=C(C1=O)C=C(S2)S(=O)(=O)Cl)C (3,4-dihydro-3-(2-chlorophenyl)-6-chlorosulfonyl-2-methyl-4-oxothieno[2,3-d]pyrimidine), ClCCl (dichloromethane), C(C)(=O)NCCCCN (4-acetylaminobutylamine). The solvent is C(C)N(CC)CC (triethylamine). Reaction conditions: time 3 hour. The product is C(C)(=O)NCCCCNS(=O)(=O)C1=CC2=C(N=C(N(C2=O)C2=C(C=CC=C2)Cl)C)S1 (3,4-Dihydro-6-[N-(4-acetylaminobutyl)sulfamoyl]-3-(2-chlorophenyl)-2-methyl-4-oxothieno[2,3-d]pyrimidine). Yield: 44.4%. Reaction SMILES: [Cl:1][C:2]1[CH:7]=[CH:6][CH:5]=[CH:4][C:3]=1[N:8]1[C:13](=[O:14])[C:12]2[CH:15]=[C:16]([S:18](Cl)(=[O:20])=[O:19])[S:17][C:11]=2[N:10]=[C:9]1[CH3:22].ClCCl.[C:26]([NH:29][CH2:30][CH2:31][CH2:32][CH2:33][NH2:34])(=[O:28])[CH3:27]>C(N(CC)CC)C>[C:26]([NH:29][CH2:30][CH2:31][CH2:32][CH2:33][NH:34][S:18]([C:16]1[S:17][C:11]2[N:10]=[C:9]([CH3:22])[N:8]([C:3]3[CH:4]=[CH:5][CH:6]=[CH:7][C:2]=3[Cl:1])[C:13](=[O:14])[C:12]=2[CH:15]=1)(=[O:20])=[O:19])(=[O:28])[CH3:27]. Procedure details: To 8.0 g of 3,4-dihydro-3-(2-chlorophenyl)-6-chlorosulfonyl-2-methyl-4-oxothieno[2,3-d]pyrimidine were added 150 ml of dichloromethane, 3.3 g of 4-acetylaminobutylamine and 5.9 ml of triethylamine, and the mixture was stirred at room temperature for 3 hours. After the reaction mixture was washed with water, the concentrated residue was purified by means of silica gel chromatography to obtain 5.71 g of oily substance, which was crystallized from ethyl acetate-hexane to afford 4.44 g of the title ... Starting materials: C1CCOC1, O=C=Nc1ccc(F)cc1, COc1ccc(C(=O)c2sc(Nc3ccc(Cl)cc3)nc2N)cc1. Yields the product COc1ccc(C(=O)c2sc(Nc3ccc(Cl)cc3)nc2NC(=O)Nc2ccc(F)cc2)cc1. As a reaction SMILES: [CH2:35]1[O:36][CH2:37][CH2:38][CH2:39]1.[F:25][c:26]1[cH:27][cH:28][c:29]([N:32]=[C:33]=[O:34])[cH:30][cH:31]1.[NH2:1][c:2]1[n:3][c:4]([NH:17][c:18]2[cH:19][cH:20][c:21]([Cl:24])[cH:22][cH:23]2)[s:5][c:6]1[C:7](=[O:8])[c:9]1[cH:10][cH:11][c:12]([O:15][CH3:16])[cH:13][cH:14]1>>[NH:1]([c:2]1[n:3][c:4]([NH:17][c:18]2[cH:19][cH:20][c:21]([Cl:24])[cH:22][cH:23]2)[s:5][c:6]1[C:7](=[O:8])[c:9]1[cH:10][cH:11][c:12]([O:15][CH3:16])[cH:13][cH:14]1)[C:33]([NH:32][c:29]1[cH:28][cH:27][c:26]([F:25])[cH:31][cH:30]1)=[O:34]. Reactants: COC(=O)c1ccc(NC(=O)c2ccc3c(c2)N(S(=O)(=O)c2cccc(Cl)c2)CC3)cc1Cl, CO, [K+], C1CCOC1, [OH-]. Product: O=C(Nc1ccc(C(=O)O)c(Cl)c1)c1ccc2c(c1)N(S(=O)(=O)c1cccc(Cl)c1)CC2. RXN SMILES: [CH3:3][O:4][C:5]([c:6]1[c:7]([Cl:34])[cH:8][c:9]([NH:12][C:13](=[O:14])[c:15]2[cH:16][cH:17][c:18]3[c:22]([cH:23]2)[N:21]([S:24](=[O:25])(=[O:26])[c:27]2[cH:28][c:29]([Cl:33])[cH:30][cH:31][cH:32]2)[CH2:20][CH2:19]3)[cH:10][cH:11]1)=[O:35].[CH3:41][OH:42].[K+:2].[O:36]1[CH2:37][CH2:38][CH2:39][CH2:40]1.[OH-:1]>>[O:4]=[C:5]([c:6]1[c:7]([Cl:34])[cH:8][c:9]([NH:12][C:13](=[O:14])[c:15]2[cH:16][cH:17][c:18]3[c:22]([cH:23]2)[N:21]([S:24](=[O:25])(=[O:26])[c:27]2[cH:28][c:29]([Cl:33])[cH:30][cH:31][cH:32]2)[CH2:20][CH2:19]3)[cH:10][cH:11]1)[OH:35]. Starting materials: CN, CCO, CC(C)(C)c1cc([N+](=O)[O-])c(Cl)c([N+](=O)[O-])c1, O. Product: CNc1c([N+](=O)[O-])cc(C(C)(C)C)cc1[N+](=O)[O-]. Reaction SMILES: [CH3:18][NH2:19].[CH3:20][CH2:21][OH:22].[N+:1](=[O:2])([O-:3])[c:4]1[c:5]([Cl:17])[c:6]([N+:14](=[O:15])[O-:16])[cH:7][c:8]([C:10]([CH3:11])([CH3:12])[CH3:13])[cH:9]1.[OH2:23]>>[N+:1](=[O:2])([O-:3])[c:4]1[c:5]([NH:19][CH3:18])[c:6]([N+:14](=[O:15])[O-:16])[cH:7][c:8]([C:10]([CH3:11])([CH3:12])[CH3:13])[cH:9]1. Reactants: FC1=C(C(=O)O)C=CC(=C1)F (2,4-Difluorobenzoic acid), ice water, C([O-])([O-])=O.[Na+].[Na+] (sodium carbonate), IN1C(CCC1=O)=O (N-iodosuccinimide). Solvent: S(O)(O)(=O)=O (sulfuric acid). Run at time 4 hour. Product: FC1=C(C(=O)O)C=C(C(=C1)F)I (2,4-Difluoro-5-iodobenzoic acid). Isolated yield 94.6%. RXN SMILES: [F:1][C:2]1[CH:10]=[C:9]([F:11])[CH:8]=[CH:7][C:3]=1[C:4]([OH:6])=[O:5].[I:12]N1C(=O)CCC1=O.C(=O)([O-])[O-].[Na+].[Na+]>S(=O)(=O)(O)O>[F:1][C:2]1[CH:10]=[C:9]([F:11])[C:8]([I:12])=[CH:7][C:3]=1[C:4]([OH:6])=[O:5] |f:2.3.4|. Procedure details: 2,4-Difluorobenzoic acid 10 (45.0 g, 285 mmol) was dissolved in concentrated sulfuric acid (360 mL) at 0° C. and N-iodosuccinimide (NIS, 64 g, 284 mmol) was added in portions at 0° C. The mixture was allowed to warm to room temperature (rt) and stirred 4 hours (h). The mixture was poured into ice water (approximately 1000 mL) and 10% aqueous sodium carbonate solution (80 mL) was added. After the mixture was stirred for 0.5 h, the precipitate was filtered, washed with water (approximately 2000 mL...